The task is: describe an organic reaction: reactants, conditions, products, and yield. This data is from the Open Reaction Database (ORD), a public repository of structured organic reaction records. Reactants: O (water), CI (methyl iodide), C1(=CC=CC=C1)C1=NN2C(C=CC=C2)=C1C=CC(=O)N1C(CCCC1)CO (1-[3-(2-Phenylpyrazolo[1,5-a]pyridin-3-yl)acryloyl]-2-hydroxymethylpiperidine), [H-].[Na+] (sodium hydride). Solvent: O1CCCC1 (tetrahydrofuran), O1CCCC1 (tetrahydrofuran). Run at time 30 minute. Yields the product C1(=CC=CC=C1)C1=NN2C(C=CC=C2)=C1C=CC(=O)N1C(CCCC1)COC (1-[3-(2-phenylpyrazolo[1,5-a]pyridin-3-yl)acryloyl]-2-methoxymethylpiperidine). The yield is 96.3%. As a reaction SMILES: [C:1]1([C:7]2[C:15]([CH:16]=[CH:17][C:18]([N:20]3[CH2:25][CH2:24][CH2:23][CH2:22][CH:21]3[CH2:26][OH:27])=[O:19])=[C:10]3[CH:11]=[CH:12][CH:13]=[CH:14][N:9]3[N:8]=2)[CH:6]=[CH:5][CH:4]=[CH:3][CH:2]=1.[H-].[Na+].[CH3:30]I.O>O1CCCC1>[C:1]1([C:7]2[C:15]([CH:16]=[CH:17][C:18]([N:20]3[CH2:25][CH2:24][CH2:23][CH2:22][CH:21]3[CH2:26][O:27][CH3:30])=[O:19])=[C:10]3[CH:11]=[CH:12][CH:13]=[CH:14][N:9]3[N:8]=2)[CH:2]=[CH:3][CH:4]=[CH:5][CH:6]=1 |f:1.2|. Procedure details: 1-[3-(2-Phenylpyrazolo[1,5-a]pyridin-3-yl)acryloyl]-2-hydroxymethylpiperidine (trans isomer) (0.30 g) was added to a stirred solution of tetrahydrofuran (2 ml) and sodium hydride (62.8%, 0.04 g) with ice-cooling. After 30 minutes, a solution of methyl iodide (0.14 g) in tetrahydrofuran (2 ml) was added to that stirred solution at 0° C. The reaction mixture was stirred for 4 hours at room temperature, then poured into water (20 ml), extracted with chloroform (20 ml), dried over magnesium sulfate ...